This data is from the Open Reaction Database (ORD), a public repository of structured organic reaction records. The task is: describe an organic reaction: reactants, conditions, products, and yield The reactants are diamine, C(CO)(=O)O (glycolic acid), [N+](=O)([O-])C=1C=NC2=CC=CC=C2C1NCC(C)C (3-Nitro-4-(2-methylpropylamino)quinoline), C(C)(=O)OCC (ethyl acetate), S(=O)(=O)([O-])[O-].[Mg+2] (magnesium sulfate). Reagents/catalysts: [Pt] (Pt/C). The solvent is Cl (hydrochloric acid). Product: CC(CN1C(=NC=2C=NC=3C=CC=CC3C21)CO)C (1-(2-Methylpropyl)-1H-imidazo[4,5-c]quinoline-2-methanol). Isolated yield 89.6%. Reaction SMILES: [N+:1]([C:4]1[CH:5]=[N:6][C:7]2[C:12]([C:13]=1[NH:14][CH2:15][CH:16]([CH3:18])[CH3:17])=[CH:11][CH:10]=[CH:9][CH:8]=2)([O-])=O.[C:19](OCC)(=[O:21])[CH3:20].S([O-])([O-])(=O)=O.[Mg+2].C(O)(=O)CO>Cl.[Pt]>[CH3:17][CH:16]([CH3:18])[CH2:15][N:14]1[C:13]2[C:12]3[CH:11]=[CH:10][CH:9]=[CH:8][C:7]=3[N:6]=[CH:5][C:4]=2[N:1]=[C:20]1[CH2:19][OH:21] |f:2.3|. Procedure details: 3-Nitro-4-(2-methylpropylamino)quinoline (36.8 g; 0.15 mol) was added to a mixture of ethyl acetate (300 mL), 5% Pt/C (about 1 g), and magnesium sulfate (30 g). The mixture was hydrogenated at about 50 psi initial pressure. When hydrogenation was complete the solids were filtered from the mixture and the ethyl acetate was evaporated. The resulting intermediate diamine was mixed with glycolic acid (26.9 g; 0.35 mol) and the mixture was heated at 150°-160° C. for about 3 hr with occasional manual ...